This data is from the Open Reaction Database (ORD), a public repository of structured organic reaction records. The task is: describe an organic reaction: reactants, conditions, products, and yield Reactants: B, CCNC(=O)CCON=Cc1cc(C(=O)NOCCO)c(Nc2ccc(I)cc2F)c(F)c1F, ClCCl, O=C(O)C(Cl)Cl, c1ccncc1. Yields the product CCNC(=O)CCONCc1cc(C(=O)NOCCO)c(Nc2ccc(I)cc2F)c(F)c1F. As a reaction SMILES: [BH3:41].[CH2:1]([CH3:2])[NH:3][C:4](=[O:5])[CH2:6][CH2:7][O:8][N:9]=[CH:10][c:11]1[c:12]([F:34])[c:13]([F:33])[c:14]([NH:24][c:25]2[c:26]([F:32])[cH:27][c:28]([I:31])[cH:29][cH:30]2)[c:15]([C:16](=[O:17])[NH:18][O:19][CH2:20][CH2:21][OH:22])[cH:23]1.[Cl:48][CH2:49][Cl:50].[OH:42][C:43]([CH:44]([Cl:45])[Cl:46])=[O:47].[n:35]1[cH:36][cH:37][cH:38][cH:39][cH:40]1>>[CH2:1]([CH3:2])[NH:3][C:4](=[O:5])[CH2:6][CH2:7][O:8][NH:9][CH2:10][c:11]1[c:12]([F:34])[c:13]([F:33])[c:14]([NH:24][c:25]2[c:26]([F:32])[cH:27][c:28]([I:31])[cH:29][cH:30]2)[c:15]([C:16](=[O:17])[NH:18][O:19][CH2:20][CH2:21][OH:22])[cH:23]1.